The task is: describe an organic reaction: reactants, conditions, products, and yield. This data is from the Open Reaction Database (ORD), a public repository of structured organic reaction records. Yields the product CCCCc1c(CN(Cc2cccc(OCC)c2)Cc2ccc3c(c2)OCCO3)ncnc1-c1ccccc1. Reactants: CCCCc1c(CBr)ncnc1-c1ccccc1, CC#N, ClCCl, [K+], [K+], O=C([O-])[O-], CCOc1cccc(CNCc2ccc3c(c2)OCCO3)c1. As a reaction SMILES: [Br:1][CH2:2][c:3]1[n:4][cH:5][n:6][c:7](-[c:13]2[cH:14][cH:15][cH:16][cH:17][cH:18]2)[c:8]1[CH2:9][CH2:10][CH2:11][CH3:12].[CH3:47][C:48]#[N:49].[Cl:50][CH2:51][Cl:52].[K+:41].[K+:42].[O-:43][C:44]([O-:45])=[O:46].[O:19]1[CH2:20][CH2:21][O:22][c:23]2[c:24]1[cH:25][cH:26][c:27]([CH2:29][NH:30][CH2:31][c:32]1[cH:33][c:34]([O:38][CH2:39][CH3:40])[cH:35][cH:36][cH:37]1)[cH:28]2>>[CH2:2]([c:3]1[n:4][cH:5][n:6][c:7](-[c:13]2[cH:14][cH:15][cH:16][cH:17][cH:18]2)[c:8]1[CH2:9][CH2:10][CH2:11][CH3:12])[N:30]([CH2:29][c:27]1[cH:26][cH:25][c:24]2[c:23]([cH:28]1)[O:22][CH2:21][CH2:20][O:19]2)[CH2:31][c:32]1[cH:33][c:34]([O:38][CH2:39][CH3:40])[cH:35][cH:36][cH:37]1. The reactants are Cl (hydrochloric acid), [H-].[Na+] (Sodium hydride), ClC1=CC(=C(C#N)C=C1)F (4-chloro-2-fluorobenzonitrile), OC=1C=C(C=O)C=C(C1)O (3,5-dihydroxybenzaldehyde). Run in CN(C)C=O (DMF), O (water). Reaction conditions: temperature 80 celsius. The product is ClC1=CC(=C(C#N)C=C1)OC1=CC(=CC(=C1)O)C=O (4-Chloro-2-(3-formyl-5-hydroxyphenoxy)benzonitrile). Isolated yield 23.1%. Reaction SMILES: [H-].[Na+].[Cl:3][C:4]1[CH:11]=[CH:10][C:7]([C:8]#[N:9])=[C:6](F)[CH:5]=1.[OH:13][C:14]1[CH:15]=[C:16]([CH:19]=[C:20]([OH:22])[CH:21]=1)[CH:17]=[O:18].Cl>CN(C=O)C.O>[Cl:3][C:4]1[CH:11]=[CH:10][C:7]([C:8]#[N:9])=[C:6]([O:13][C:14]2[CH:21]=[C:20]([OH:22])[CH:19]=[C:16]([CH:17]=[O:18])[CH:15]=2)[CH:5]=1 |f:0.1|. Reported procedure: Sodium hydride (502 mg, 60% in mineral oil) was added portionwise to 4-chloro-2-fluorobenzonitrile (2.04 g) and 3,5-dihydroxybenzaldehyde (1.81 g) in DMF and the solution heated to 80° C. for 16 h. The cooled solution was diluted with water, acidified with concentrated hydrochloric acid, extracted twice with ethyl acetate, the extracts dried over sodium sulphate and evaporated. Purification by chromatography gave the sub-title compound as a white solid (0.83 g). Starting materials: [BH4-], COc1ccc(C(=O)c2ccc(OCC(=O)O)cc2)cc1, CO, CN1CCOCC1, Cl, [Na+]. Yields the product COc1ccc(C(O)c2ccc(OCC(=O)O)cc2)cc1. As a reaction SMILES: [BH4-:22].[CH3:1][O:2][c:3]1[cH:4][cH:5][c:6]([C:7](=[O:8])[c:9]2[cH:10][cH:11][c:12]([O:13][CH2:14][C:15](=[O:16])[OH:17])[cH:18][cH:19]2)[cH:20][cH:21]1.[CH3:25][OH:26].[CH3:27][N:28]1[CH2:29][CH2:30][O:31][CH2:32][CH2:33]1.[ClH:24].[Na+:23]>>[CH3:1][O:2][c:3]1[cH:4][cH:5][c:6]([CH:7]([OH:8])[c:9]2[cH:10][cH:11][c:12]([O:13][CH2:14][C:15](=[O:16])[OH:17])[cH:18][cH:19]2)[cH:20][cH:21]1. The reactants are FC(C1=CC=C(C=C1)[C@]12CNC[C@@H]2C1)(F)F ((1S,5R)-1-[4-(trifluoromethyl)phenyl]-3-azabicyclo[3.1.0]hexane), BrCCCCl (1-bromo-3-chloropropane). Run in C1CCOC1 (THF), CCN(C(C)C)C(C)C (DIPEA), CCOC(=O)C (EtOAc). The product is ClCCCN1C[C@]2(C[C@H]2C1)C1=CC=C(C=C1)C(F)(F)F ((1S,5R)-3-(3-Chloropropyl)-1-[4-(trifluoromethyl)phenyl]-3-azabicyclo[3.1.0]hexane). RXN SMILES: [F:1][C:2]([F:16])([F:15])[C:3]1[CH:8]=[CH:7][C:6]([C@:9]23[CH2:14][C@H:13]2[CH2:12][NH:11][CH2:10]3)=[CH:5][CH:4]=1.Br[CH2:18][CH2:19][CH2:20][Cl:21]>C1COCC1.CCN(C(C)C)C(C)C.CCOC(C)=O>[Cl:21][CH2:20][CH2:19][CH2:18][N:11]1[CH2:12][C@H:13]2[C@:9]([C:6]3[CH:5]=[CH:4][C:3]([C:2]([F:1])([F:15])[F:16])=[CH:8][CH:7]=3)([CH2:14]2)[CH2:10]1. Procedure: To a solution of (1S,5R)-1-[4-(trifluoromethyl)phenyl]-3-azabicyclo[3.1.0]hexane (P4, 1.00 g) in dry THF (5 mL), DIPEA (2.4 mL) and 1-bromo-3-chloropropane (3.7 mL) were added and the resulting mixture was heated at reflux for 3 hours. After cooling at room temperature it was diluted with EtOAc (30 mL) washed twice with a saturated solution of NH4Cl in water (20 mL) and once with a saturated aqueous NaHCO3 solution (20 mL), dried over anhydrous Na2SO4 and concentrated under reduced pressure. The...